From a dataset of the Open Reaction Database (ORD), a public repository of structured organic reaction records. describe an organic reaction: reactants, conditions, products, and yield Product: Cc1c(C(=O)O)n(C2CCCC2)c2nc(Nc3ccc(N4CCN(C(=O)OC(C)(C)C)CC4)cn3)ncc12. Reaction SMILES: [CH3:1][O:2][C:3](=[O:4])[c:5]1[c:6]([CH3:39])[c:7]2[c:8]([n:9][c:10]([NH:13][c:14]3[n:15][cH:16][c:17]([N:20]4[CH2:21][CH2:22][N:23]([C:26](=[O:27])[O:28][C:29]([CH3:30])([CH3:31])[CH3:32])[CH2:24][CH2:25]4)[cH:18][cH:19]3)[n:11][cH:12]2)[n:33]1[CH:34]1[CH2:35][CH2:36][CH2:37][CH2:38]1.[CH3:42][OH:43].[Cl:45][CH2:46][Cl:47].[Li+:40].[OH-:41].[OH2:44].[OH2:48]>>[O:2]=[C:3]([OH:4])[c:5]1[c:6]([CH3:39])[c:7]2[c:8]([n:9][c:10]([NH:13][c:14]3[n:15][cH:16][c:17]([N:20]4[CH2:21][CH2:22][N:23]([C:26](=[O:27])[O:28][C:29]([CH3:30])([CH3:31])[CH3:32])[CH2:24][CH2:25]4)[cH:18][cH:19]3)[n:11][cH:12]2)[n:33]1[CH:34]1[CH2:35][CH2:36][CH2:37][CH2:38]1. Reactants: COC(=O)c1c(C)c2cnc(Nc3ccc(N4CCN(C(=O)OC(C)(C)C)CC4)cn3)nc2n1C1CCCC1, CO, ClCCl, [Li+], [OH-], O, O. The reactants are [Si](C)(C)(C)Cl (TMS-Cl), BrC1=C(C=C(C(=C1)CC1=CC=C(C=C1)CC)Cl)COCCC#C (1-bromo-2-((but-3-ynyloxy)methyl)-4-chloro-5-(4-ethylbenzyl)benzene), [Li+].CC(C)[N-]C(C)C (LDA), [Si](C)(C)(C)Cl (TMS-Cl). Solvent: O (Water). Conditions: time 20 minute. The product is BrC1=C(COCCC#C[Si](C)(C)C)C=C(C(=C1)CC1=CC=C(C=C1)CC)Cl ((4-(2-bromo-5-chloro-4-(4-ethylbenzyl)benzyloxy)but-1-ynyl)trimethylsilane). Yield: 63.3%. Reaction SMILES: [Br:1][C:2]1[CH:7]=[C:6]([CH2:8][C:9]2[CH:14]=[CH:13][C:12]([CH2:15][CH3:16])=[CH:11][CH:10]=2)[C:5]([Cl:17])=[CH:4][C:3]=1[CH2:18][O:19][CH2:20][CH2:21][C:22]#[CH:23].[Li+].CC([N-]C(C)C)C.[Si:32](Cl)([CH3:35])([CH3:34])[CH3:33]>O>[Br:1][C:2]1[CH:7]=[C:6]([CH2:8][C:9]2[CH:10]=[CH:11][C:12]([CH2:15][CH3:16])=[CH:13][CH:14]=2)[C:5]([Cl:17])=[CH:4][C:3]=1[CH2:18][O:19][CH2:20][CH2:21][C:22]#[C:23][Si:32]([CH3:35])([CH3:34])[CH3:33] |f:1.2|. Procedure details: To a cooled solution (−78° C.) of 1-bromo-2-((but-3-ynyloxy)methyl)-4-chloro-5-(4-ethylbenzyl)benzene (BT) (96 mg, 0.245 mmol) was added LDA (2M in THF, 0.18 mL, 0.36 mmol). After stirring for 20 min, TMS-Cl (50 μL, 0.393 mmol) was added. After stirring for another 2.5 h, additional TMS-Cl (30 μL, 0.236 mmol) was added. The reaction solution was stirred at −78° C. for 70 min and then warmed to room temperature with stirring for 1.5 h. Water was added and the mixture was extracted with ethyl acet... Starting materials: CO, COC(=O)CCC(C)=CCc1c(N=C=O)c2c(c(C)c1OC)COC2=O. Yields the product COC(=O)CCC(C)=CCc1c(NC(=O)OC)c2c(c(C)c1OC)COC2=O. As a reaction SMILES: [CH3:27][OH:28].[N:1](=[C:2]=[O:3])[c:4]1[c:5]2[c:9]([c:10]([CH3:25])[c:11]([O:23][CH3:24])[c:12]1[CH2:13][CH:14]=[C:15]([CH2:16][CH2:17][C:18](=[O:19])[O:20][CH3:21])[CH3:22])[CH2:8][O:7][C:6]2=[O:26]>>[NH:1]([C:2](=[O:3])[O:28][CH3:27])[c:4]1[c:5]2[c:9]([c:10]([CH3:25])[c:11]([O:23][CH3:24])[c:12]1[CH2:13][CH:14]=[C:15]([CH2:16][CH2:17][C:18](=[O:19])[O:20][CH3:21])[CH3:22])[CH2:8][O:7][C:6]2=[O:26]. The reactants are CC1(c2nc(Br)c(-c3ccnc(NCCC#N)n3)n2COCC[Si](C)(C)C)CC1, CC(C)O, [Na+], O=C([O-])O, O, Cc1ccc(S(=O)(=O)[O-])cc1, c1ccncc1, c1cc[nH+]cc1. The product is CC1(c2nc(Br)c(-c3ccnc(NCCC#N)n3)[nH]2)CC1. As a reaction SMILES: [Br:1][c:2]1[n:3][c:4]([C:26]2([CH3:29])[CH2:27][CH2:28]2)[n:5]([CH2:18][O:19][CH2:20][CH2:21][Si:22]([CH3:23])([CH3:24])[CH3:25])[c:6]1-[c:7]1[n:8][c:9]([NH:13][CH2:14][CH2:15][C:16]#[N:17])[n:10][cH:11][cH:12]1.[CH3:30][CH:31]([OH:32])[CH3:33].[Na+:55].[O-:51][C:52]([OH:53])=[O:54].[OH2:56].[c:34]1([CH3:35])[cH:36][cH:37][c:38]([S:39]([O-:40])(=[O:41])=[O:42])[cH:43][cH:44]1.[cH:57]1[cH:58][cH:59][n:60][cH:61][cH:62]1.[nH+:45]1[cH:46][cH:47][cH:48][cH:49][cH:50]1>>[Br:1][c:2]1[n:3][c:4]([C:26]2([CH3:29])[CH2:27][CH2:28]2)[nH:5][c:6]1-[c:7]1[n:8][c:9]([NH:13][CH2:14][CH2:15][C:16]#[N:17])[n:10][cH:11][cH:12]1. Reactants: C(C1=CC=CC=C1)OC(=O)N1CCN(CC1)CC(=O)C=1C=C2C(=CNC2=CC1OCC1=CC=CC=C1)C (4-[2-(6-benzyloxy-3-methyl-1H-indol-5-yl)-2-oxo-ethyl]-piperazine-1-carboxylic acid benzyl ester). Solvent: CN(C)C(OC)OC (DMFDMA). Product: C(C1=CC=CC=C1)OC(=O)N1CCN(CC1)C(=CN(C)C)C(=O)C=1C=C2C(=CNC2=CC1OCC1=CC=CC=C1)C (4-[1-(6-Benzyloxy-3-methyl-1H-indole-5-carbonyl)-2-dimethylamino-vinyl]-piperazine-1-carboxylic acid benzyl ester). Isolated yield 43.0%. As a reaction SMILES: [CH2:1]([O:8][C:9]([N:11]1[CH2:16][CH2:15][N:14]([CH2:17][C:18]([C:20]2[CH:21]=[C:22]3[C:26](=[CH:27][C:28]=2[O:29][CH2:30][C:31]2[CH:36]=[CH:35][CH:34]=[CH:33][CH:32]=2)[NH:25][CH:24]=[C:23]3[CH3:37])=[O:19])[CH2:13][CH2:12]1)=[O:10])[C:2]1[CH:7]=[CH:6][CH:5]=[CH:4][CH:3]=1>CN(C(OC)OC)C>[CH2:1]([O:8][C:9]([N:11]1[CH2:16][CH2:15][N:14]([C:17]([C:18]([C:20]2[CH:21]=[C:22]3[C:26](=[CH:27][C:28]=2[O:29][CH2:30][C:31]2[CH:36]=[CH:35][CH:34]=[CH:33][CH:32]=2)[NH:25][CH:24]=[C:23]3[CH3:37])=[O:19])=[CH:9][N:11]([CH3:16])[CH3:12])[CH2:13][CH2:12]1)=[O:10])[C:2]1[CH:7]=[CH:6][CH:5]=[CH:4][CH:3]=1. Procedure details: A solution of 4-[2-(6-benzyloxy-3-methyl-1H-indol-5-yl)-2-oxo-ethyl]-piperazine-1-carboxylic acid benzyl ester (0.661 g, 1.33 mmol) in DMFDMA (5 ml) was heated at 100° C. overnight. The solvent was removed in vacuo and the crude product purified by column chromatography in hexane/EtOAc (1:1) to afford the product (0.158 g, 22%). LC/MS: RT=5.33 min. 553 (MH+). Starting materials: COc1cc2c(cc1S(=O)(=O)Cl)CCC(NC(C)=O)C2, CC#N, [Zn]. The product is COc1cc2c(cc1S)CCC(NC(C)=O)C2. Reaction SMILES: [C:1]([CH3:2])(=[O:3])[NH:4][CH:5]1[CH2:6][c:7]2[cH:8][c:9]([O:19][CH3:20])[c:10]([S:15]([Cl:16])(=[O:17])=[O:18])[cH:11][c:12]2[CH2:13][CH2:14]1.[CH3:21][C:22]#[N:23].[Zn:24]>>[C:1]([CH3:2])(=[O:3])[NH:4][CH:5]1[CH2:6][c:7]2[cH:8][c:9]([O:19][CH3:20])[c:10]([SH:15])[cH:11][c:12]2[CH2:13][CH2:14]1.